From a dataset of the Open Reaction Database (ORD), a public repository of structured organic reaction records. describe an organic reaction: reactants, conditions, products, and yield Reactants: CC(=O)OC(C)=O, CCOC(C)=O, [NH-]Cc1ccc(F)c(F)c1, Cc1c(C(=O)O)c2cc(N)ccc2n1Cc1ccccc1, c1ccncc1. Product: [NH-]Cc1ccc(F)c(F)c1, CC(=O)Nc1ccc2c(c1)c(C(=O)O)c(C)n2Cc1ccccc1. RXN SMILES: [CH3:32][C:33](=[O:34])[O:35][C:36](=[O:37])[CH3:38].[CH3:45][CH2:46][O:47][C:48]([CH3:49])=[O:50].[F:22][c:23]1[cH:24][c:25]([CH2:26][NH-:27])[cH:28][cH:29][c:30]1[F:31].[NH2:1][c:2]1[cH:3][c:4]2[c:5]([C:19](=[O:20])[OH:21])[c:6]([CH3:18])[n:7]([CH2:11][c:12]3[cH:13][cH:14][cH:15][cH:16][cH:17]3)[c:8]2[cH:9][cH:10]1.[cH:39]1[cH:40][cH:41][n:42][cH:43][cH:44]1>>[F:22][c:23]1[cH:24][c:25]([CH2:26][NH-:27])[cH:28][cH:29][c:30]1[F:31].[NH:1]([c:2]1[cH:3][c:4]2[c:5]([C:19](=[O:20])[OH:21])[c:6]([CH3:18])[n:7]([CH2:11][c:12]3[cH:13][cH:14][cH:15][cH:16][cH:17]3)[c:8]2[cH:9][cH:10]1)[C:33]([CH3:32])=[O:34]. The reactants are [C@H]12[C@H](NC[C@@H]2CCC1)CNC(=O)C1=C(N=C2SC=CN21)C (6-methyl-imidazo[2,1-b]thiazole-5-carboxylic acid-[(1S,2S,5R)-3-aza-bicyclo[3.3.0]oct-2-ylmethyl]-amide), FC=1C=C(C=CC1F)C1=C(N=C(S1)C)C(=O)O (5-(3,4-difluoro-phenyl)-2-methyl-thiazole-4-carboxylic acid). The product is FC=1C=C(C=CC1F)C1=C(N=C(S1)C)C(=O)N1[C@@H]([C@H]2CCC[C@H]2C1)CNC(=O)C1=C(N=C2SC=CN21)C (6-Methyl-imidazo[2,1-b]thiazole-5-carboxylic acid-(1S,2S,5R)-{3-[5-(3,4-difluoro-phenyl)-2-methyl-thiazole-4-carbonyl]-3-aza-bicyclo[3.3.0]oct-2-ylmethyl}-amide). RXN SMILES: [C@H:1]12[CH2:8][CH2:7][CH2:6][C@H:5]1[CH2:4][NH:3][C@@H:2]2[CH2:9][NH:10][C:11]([C:13]1[N:20]2[C:16]([S:17][CH:18]=[CH:19]2)=[N:15][C:14]=1[CH3:21])=[O:12].[F:22][C:23]1[CH:24]=[C:25]([C:30]2[S:34][C:33]([CH3:35])=[N:32][C:31]=2[C:36](O)=[O:37])[CH:26]=[CH:27][C:28]=1[F:29]>>[F:22][C:23]1[CH:24]=[C:25]([C:30]2[S:34][C:33]([CH3:35])=[N:32][C:31]=2[C:36]([N:3]2[CH2:4][C@H:5]3[C@H:1]([CH2:8][CH2:7][CH2:6]3)[C@H:2]2[CH2:9][NH:10][C:11]([C:13]2[N:20]3[C:16]([S:17][CH:18]=[CH:19]3)=[N:15][C:14]=2[CH3:21])=[O:12])=[O:37])[CH:26]=[CH:27][C:28]=1[F:29]. Procedure: prepared by reaction of 6-methyl-imidazo[2,1-b]thiazole-5-carboxylic acid-[(1S,2S,5R)-3-aza-bicyclo[3.3.0]oct-2-ylmethyl]-amide with 5-(3,4-difluoro-phenyl)-2-methyl-thiazole-4-carboxylic acid.